This data is from the Open Reaction Database (ORD), a public repository of structured organic reaction records. The task is: describe an organic reaction: reactants, conditions, products, and yield Starting materials: NCCCN (1,3-diaminopropane), oil, C(CC#CCCCC)O (3-octyn-1-ol). Run in CCCCCC (hexane). Product: C(CCCCCC#C)O (7-Octyn-1-ol). RXN SMILES: NCCCN.[CH2:6]([OH:14])[CH2:7][C:8]#[C:9][CH2:10][CH2:11][CH2:12][CH3:13]>CCCCCC>[CH2:6]([OH:14])[CH2:7][CH2:8][CH2:9][CH2:10][CH2:11][C:12]#[CH:13]. Reported procedure: 35% KH in mineral oil (27 g, 240 mmol) under an argon atmosphere was washed with hexane and treated dropwise with 1,3-diaminopropane. The mixture was stirred at room temperature until it became homogeneous. The flask was cooled to 0∞C and 3-octyn-1-ol (10 g, 79 mmol, Lancaster Synthesis) was slowly added. The reaction was then stirred at room temperature for 18 hours. The reaction was quenched with H2O (50 mL) and the product was extracted into ether. The organic layer was washed with 10% HCl (3...